This data is from the Open Reaction Database (ORD), a public repository of structured organic reaction records. The task is: describe an organic reaction: reactants, conditions, products, and yield Reactants: [Al+3], COCCOCOC(=O)c1ccc(C)c(OCOCCOC)c1, [H-], [H-], [H-], [H-], [Li+], [Na+], C1CCOC1, [OH-]. Yields the product COCCOCOc1cc(C=O)ccc1C. RXN SMILES: [Al+3:2].[CH3:7][O:8][CH2:9][CH2:10][O:11][CH2:12][O:13][c:14]1[cH:15][c:16]([C:17](=[O:18])[O:19][CH2:20][O:21][CH2:22][CH2:23][O:24][CH3:25])[cH:26][cH:27][c:28]1[CH3:29].[H-:1].[H-:4].[H-:5].[H-:6].[Li+:3].[Na+:31].[O:32]1[CH2:33][CH2:34][CH2:35][CH2:36]1.[OH-:30]>>[CH3:7][O:8][CH2:9][CH2:10][O:11][CH2:12][O:13][c:14]1[cH:15][c:16]([CH:17]=[O:18])[cH:26][cH:27][c:28]1[CH3:29]. Starting materials: CC(C)=O, OC(CCl)c1ccc(Cl)cc1Cl, [I-], [Na+]. Product: OC(CI)c1ccc(Cl)cc1Cl. As a reaction SMILES: [CH3:15][C:16](=[O:17])[CH3:18].[Cl:1][CH2:2][CH:3]([OH:4])[c:5]1[c:6]([Cl:12])[cH:7][c:8]([Cl:11])[cH:9][cH:10]1.[I-:13].[Na+:14]>>[CH2:2]([CH:3]([OH:4])[c:5]1[c:6]([Cl:12])[cH:7][c:8]([Cl:11])[cH:9][cH:10]1)[I:13].